From a dataset of the Open Reaction Database (ORD), a public repository of structured organic reaction records. describe an organic reaction: reactants, conditions, products, and yield Reactants: BrCc1ccccc1, CC(C)(CC(=O)O)c1ccccc1, CN1CCCN(C)C1=O, CC(C)[N-]C(C)C, [Li+], C1CCOC1. Yields the product CC(C)(c1ccccc1)C(Cc1ccccc1)C(=O)O. As a reaction SMILES: [Br:31][CH2:32][c:33]1[cH:34][cH:35][cH:36][cH:37][cH:38]1.[CH3:1][C:2]([CH2:3][C:4](=[O:5])[OH:6])([c:7]1[cH:8][cH:9][cH:10][cH:11][cH:12]1)[CH3:13].[CH3:22][N:23]1[CH2:24][CH2:25][CH2:26][N:27]([CH3:28])[C:29]1=[O:30].[CH:14]([N-:15][CH:16]([CH3:17])[CH3:18])([CH3:19])[CH3:20].[Li+:21].[O:39]1[CH2:40][CH2:41][CH2:42][CH2:43]1>>[CH3:1][C:2]([CH:3]([C:4](=[O:5])[OH:6])[CH2:32][c:33]1[cH:34][cH:35][cH:36][cH:37][cH:38]1)([c:7]1[cH:8][cH:9][cH:10][cH:11][cH:12]1)[CH3:13]. Reactants: CC(=O)Cl, CO, NC1(C(=O)O)CCCC1. The product is Cl, COC(=O)C1(N)CCCC1. RXN SMILES: [CH3:10][C:11]([Cl:12])=[O:13].[CH3:14][OH:15].[NH2:1][C:2]1([C:7](=[O:8])[OH:9])[CH2:3][CH2:4][CH2:5][CH2:6]1>>[ClH:12].[NH2:1][C:2]1([C:7](=[O:8])[O:9][CH3:10])[CH2:3][CH2:4][CH2:5][CH2:6]1.